describe an organic reaction: reactants, conditions, products, and yield From a dataset of the Open Reaction Database (ORD), a public repository of structured organic reaction records. The product is CC1(CC(C2=C1C=C(C=C2)N)(C)C3=CC=C(C=C3)N)C.C1=CC2=C(C=C1C(=O)C3=CC4=C(C=C3)C(=O)OC4=O)C(=O)OC2=O (polyimide resin), C=1C=CC2=C(C1)C(=O)C=CC2=O (naphthoquinone). Reported procedure: The positive photosensitive polyimide resin composition of the present invention was prepared in solution form from 30 g of the NMP solution of the organic solvent-soluble polyimide resin obtained in Preparation Example 1 and 0.67 g of naphthoquinone-type positive photosensitive agent (a compound formed by substituting 2,3,4,4'-tetrahydroxybenzophenone with 3 mol of 1,2-naphthoquinone-2-diazide-5-sulfonic acid), by stirring at room temperature for 3 hours. The mixture was filtered through a 1.0-... Reactants: CC1(CC(C2=C1C=C(C=C2)N)(C)C3=CC=C(C=C3)N)C.C1=CC2=C(C=C1C(=O)C3=CC4=C(C=C3)C(=O)OC4=O)C(=O)OC2=O (polyimide resin), CN1CCCC1=O (NMP). Reaction SMILES: [CH3:1][C:2]1([CH3:20])[C:6]2[CH:7]=[C:8]([NH2:11])[CH:9]=[CH:10][C:5]=2[C:4]([C:13]2[CH:18]=[CH:17][C:16]([NH2:19])=[CH:15][CH:14]=2)([CH3:12])[CH2:3]1.[CH:21]1[C:26]([C:27]([C:29]2[CH:34]=[CH:33][C:32]3[C:35]([O:37][C:38](=[O:39])[C:31]=3[CH:30]=2)=[O:36])=[O:28])=[CH:25][C:24]2[C:40]([O:42][C:43](=[O:44])[C:23]=2[CH:22]=1)=[O:41].CN1[C:50](=[O:51])[CH2:49][CH2:48][CH2:47]1>>[CH3:1][C:2]1([CH3:20])[C:6]2[CH:7]=[C:8]([NH2:11])[CH:9]=[CH:10][C:5]=2[C:4]([C:13]2[CH:14]=[CH:15][C:16]([NH2:19])=[CH:17][CH:18]=2)([CH3:12])[CH2:3]1.[CH:21]1[C:26]([C:27]([C:29]2[CH:34]=[CH:33][C:32]3[C:35]([O:37][C:38](=[O:39])[C:31]=3[CH:30]=2)=[O:36])=[O:28])=[CH:25][C:24]2[C:40]([O:42][C:43](=[O:44])[C:23]=2[CH:22]=1)=[O:41].[CH:47]1[CH:24]=[CH:25][C:26]2[C:27](=[O:28])[CH:29]=[CH:30][C:50](=[O:51])[C:49]=2[CH:48]=1 |f:0.1,3.4|. Starting materials: C(C)(C)(C)OC(NC1(COC(OC1)(C)C)CN1CC2=CC(=C(C=C2CC1)OC(C)C)C12CC3CC(CC(C1)C3)C2)=O (tert-Butyl-5-((7-(1-admantyl)-6-isopropoxy-3,4-dihydroisoquinolin-2(1H)-yl)methyl)-2,2-dimethyl-1,3-dioxan-5-ylcarbamate), C(C)OC=1C=C(C=CC1OCC)C1=NC(=NO1)C1=C2CCN(C2=CC=C1)CC1(COC(OC1)(C)C)NC(OC(C)(C)C)=O (tert-butyl 5-((4-(5-(3,4-diethoxyphenyl)-1,2,4-oxadiazol-3-yl)indolin-1-yl)methyl)-2,2-dimethyl-1,3-dioxan-5-ylcarbamate). The product is NC(CO)(CO)CN1CC2=CC(=C(C=C2CC1)OC(C)C)C12CC3CC(CC(C1)C3)C2 (2-Amino-2-((7-(1-admantyl)-6-isopropoxy-3,4-dihydroisoquinolin-2(1H)-yl)methyl)propane-1,3-diol). The yield is 77.0%. Reaction SMILES: C(OC(=O)[NH:7][C:8]1([CH2:16][N:17]2[CH2:26][CH2:25][C:24]3[C:19](=[CH:20][C:21]([C:31]45[CH2:40][CH:35]6[CH2:36][CH:37]([CH2:39][CH:33]([CH2:34]6)[CH2:32]4)[CH2:38]5)=[C:22]([O:27][CH:28]([CH3:30])[CH3:29])[CH:23]=3)[CH2:18]2)[CH2:13][O:12]C(C)(C)[O:10][CH2:9]1)(C)(C)C.C(OC1C=C(C2ON=C(C3C=CC=C4C=3CCN4CC3(NC(=O)OC(C)(C)C)COC(C)(C)OC3)N=2)C=CC=1OCC)C>>[NH2:7][C:8]([CH2:16][N:17]1[CH2:26][CH2:25][C:24]2[C:19](=[CH:20][C:21]([C:31]34[CH2:38][CH:37]5[CH2:39][CH:33]([CH2:34][CH:35]([CH2:36]5)[CH2:40]3)[CH2:32]4)=[C:22]([O:27][CH:28]([CH3:30])[CH3:29])[CH:23]=2)[CH2:18]1)([CH2:13][OH:12])[CH2:9][OH:10]. Reported procedure: When the product of Step G was substituted for tert-butyl 5-((4-(5-(3,4-diethoxyphenyl)-1,2,4-oxadiazol-3-yl)indolin-1-yl)methyl)-2,2-dimethyl-1,3-dioxan-5-ylcarbamate in Example 34, Step E, the identical process afforded the title compound in 77% yield, as pale paste. 1H-NMR (CDCl3) 1.26 (d, 6H, J=6.07 Hz); 1.65 (m, 6H); 1.94 (m, 3H); 1.67 (m, 6H); 2.52 (m, 2H); 2.75 (m, 4H); 3.38-3.47 (m, 4H); 3.59 (s, 2H); 4.48-4.52 (m, 1H); 6.46 (s, 1H); 6.72 (s, 1H). Reactants: N#CC1=C(C#N)C(=O)C(Cl)=C(Cl)C1=O, [Na+], [Na+], COC(=O)C1CN(c2cc(F)c(N3CCS(=O)(=O)CC3)c(F)c2)C(=O)O1, C1COCCO1, O, O=S([O-])[O-]. Product: COC(=O)C1CN(c2cc(F)c(N3C=CS(=O)(=O)CC3)c(F)c2)C(=O)O1. As a reaction SMILES: [Cl:27][C:28]1=[C:39]([Cl:40])[C:37](=[O:38])[C:34]([C:35]#[N:36])=[C:31]([C:32]#[N:33])[C:29]1=[O:30].[Na+:45].[Na+:46].[O:1]=[S:2]1(=[O:26])[CH2:3][CH2:4][N:5]([c:8]2[c:9]([F:25])[cH:10][c:11]([N:15]3[C:16](=[O:24])[O:17][CH:18]([C:20](=[O:21])[O:22][CH3:23])[CH2:19]3)[cH:12][c:13]2[F:14])[CH2:6][CH2:7]1.[O:47]1[CH2:48][CH2:49][O:50][CH2:51][CH2:52]1.[OH2:53].[S:41]([O-:42])([O-:43])=[O:44]>>[O:1]=[S:2]1(=[O:26])[CH:3]=[CH:4][N:5]([c:8]2[c:9]([F:25])[cH:10][c:11]([N:15]3[C:16](=[O:24])[O:17][CH:18]([C:20](=[O:21])[O:22][CH3:23])[CH2:19]3)[cH:12][c:13]2[F:14])[CH2:6][CH2:7]1.